From a dataset of the Open Reaction Database (ORD), a public repository of structured organic reaction records. describe an organic reaction: reactants, conditions, products, and yield Starting materials: CO, O=C(O)Cc1ccc(-c2ccc(F)cc2F)c(F)c1, O=S(=O)(O)O. The product is COC(=O)Cc1ccc(-c2ccc(F)cc2F)c(F)c1. As a reaction SMILES: [CH3:20][OH:21].[F:1][c:2]1[c:3](-[c:12]2[c:13]([F:19])[cH:14][c:15]([F:18])[cH:16][cH:17]2)[cH:4][cH:5][c:6]([CH2:8][C:9](=[O:10])[OH:11])[cH:7]1.[S:22](=[O:23])(=[O:24])([OH:25])[OH:26]>>[F:1][c:2]1[c:3](-[c:12]2[c:13]([F:19])[cH:14][c:15]([F:18])[cH:16][cH:17]2)[cH:4][cH:5][c:6]([CH2:8][C:9](=[O:10])[O:11][CH3:20])[cH:7]1. Reactants: BrBr (bromine), Br[C@@H]1[C@@H]2CC[C@H]3[C@@H]4CC[C@H](C(C)=O)[C@]4(CC([C@@H]3[C@]2(CC[C@H]1O)C)=O)C (4β-Bromo-3α-hydroxy-5α-pregnane-11,20-dione), BrBr (bromine). Solvent: O (water), CO (methanol), CO (methanol). Reaction conditions: time 30 minute. Product: Br[C@@H]1[C@@H]2CC[C@H]3[C@@H]4CC[C@H](C(CBr)=O)[C@]4(CC([C@@H]3[C@]2(CC[C@H]1O)C)=O)C (4β,21-Dibromo-3α-hydroxy-5α-pregnane-11,20-dione). RXN SMILES: [Br:1][C@H:2]1[C@H:21]([OH:22])[CH2:20][CH2:19][C@@:18]2([CH3:23])[C@H:3]1[CH2:4][CH2:5][C@@H:6]1[C@@H:17]2[C:16](=[O:24])[CH2:15][C@@:14]2([CH3:25])[C@H:7]1[CH2:8][CH2:9][C@@H:10]2[C:11](=[O:13])[CH3:12].[Br:26]Br>CO.O>[Br:1][C@H:2]1[C@H:21]([OH:22])[CH2:20][CH2:19][C@@:18]2([CH3:23])[C@H:3]1[CH2:4][CH2:5][C@@H:6]1[C@@H:17]2[C:16](=[O:24])[CH2:15][C@@:14]2([CH3:25])[C@H:7]1[CH2:8][CH2:9][C@@H:10]2[C:11](=[O:13])[CH2:12][Br:26]. Procedure details: 4β-Bromo-3α-hydroxy-5α-pregnane-11,20-dione (945 mg) in dry methanol (70 ml.) at 10° was treated with a solution of bromine (0.125 ml.) in methanol (5 ml.) dropwise over 7 hours, at such a rate that the bromine colour was taken up during the addition. The reaction solution was then stirred at room temperature for 30 minutes until it became colourless, and it was then diluted with water (300 ml.) and the white precipitate was extracted into methylene chloride. The organic solution was washed with... Product: N(C(=N)N)C=1SC=C(N1)C=1N=C(NC1)N (2-Guanidino-4-(2-amino-4-imidazolyl)thiazole). Isolated yield 47.8%. Run in O (water). Reaction SMILES: Cl.Cl.[NH2:3][CH2:4][C:5]([C:7]1[N:8]=[C:9]([NH:12][C:13]([NH2:15])=[NH:14])[S:10][CH:11]=1)=O.[N:16]#[C:17][NH2:18].[OH-].[Na+].C(=O)([O-])[O-].[Na+].[Na+]>O>[NH:12]([C:9]1[S:10][CH:11]=[C:7]([C:5]2[N:16]=[C:17]([NH2:18])[NH:3][CH:4]=2)[N:8]=1)[C:13]([NH2:15])=[NH:14] |f:0.1.2,4.5,6.7.8|. Reported procedure: A mixture of 43 g (0.15 mol) of 2-amino-1-(2-guanidino-4-thiazolyl)ethanone dihydrochlorde, 12.6 g (0.30 mol) of cyanamide, and 400 ml of water was brought to pH 4.5 by the dropwise addition of 20% sodium hydroxide solution. The mixture was heated at 50°-60° for 16 hours. The mixture was cooled, made basic with aqueous sodium carbonate solution and the resulting precipitate was collected by filtration, then washed successively with cold water, acetone, and ether. The dried solid was purified by ... Starting materials: C([O-])([O-])=O.[Na+].[Na+] (sodium carbonate), Cl.Cl.NCC(=O)C=1N=C(SC1)NC(=N)N (2-amino-1-(2-guanidino-4-thiazolyl)ethanone dihydrochlorde), N#CN (cyanamide), [OH-].[Na+] (sodium hydroxide). Starting materials: C(\C=C/C(=O)O)(=O)O (maleic acid), N[C@@H]1[C@]2(C)[C@@H](C[C@H]1O)[C@@H]1CC[C@H]3C[C@H](CC[C@]3(C)[C@H]1CC2)O (17β-amino-5α-androstane-3β,16α-diol). Solvent: C(C)O (ethanol), C(C)O (ethanol). Product: C(\C=C/C(=O)O)(=O)O.N[C@@H]1[C@]2(C)[C@@H](C[C@H]1O)[C@@H]1CC[C@H]3C[C@H](CC[C@]3(C)[C@H]1CC2)O (17β-amino-5α-androstane-3β,16α-diol (Z)-2-butenedioate). Yield: 34.1%. Reaction SMILES: [C:1]([OH:8])(=[O:7])/[CH:2]=[CH:3]\[C:4]([OH:6])=[O:5].[NH2:9][C@H:10]1[C@H:15]([OH:16])[CH2:14][C@H:13]2[C@H:17]3[C@H:27]([CH2:28][CH2:29][C@:11]12[CH3:12])[C@:25]1([CH3:26])[C@H:20]([CH2:21][C@@H:22]([OH:30])[CH2:23][CH2:24]1)[CH2:19][CH2:18]3>C(O)C>[C:1]([OH:8])(=[O:7])/[CH:2]=[CH:3]\[C:4]([OH:6])=[O:5].[NH2:9][C@H:10]1[C@H:15]([OH:16])[CH2:14][C@H:13]2[C@H:17]3[C@H:27]([CH2:28][CH2:29][C@:11]12[CH3:12])[C@:25]1([CH3:26])[C@H:20]([CH2:21][C@@H:22]([OH:30])[CH2:23][CH2:24]1)[CH2:19][CH2:18]3 |f:3.4|. Procedure: A solution of maleic acid (2.5 g) in ethanol (25 ml) was added to a solution of 17β-amino-5α-androstane-3β,16α-diol (6.6 g) in ethanol (300 ml). Evaporation of the solvent and crystallisation of the residue from methanol-ethylacetate gave 17β-amino-5α-androstane-3β,16α-diol (Z)-2-butenedioate (1:1) (salt) as prisms (3.1 g), m.p. 193°-197° C., [α]D -9° (c, 0.9 in MeOH).